Task: describe an organic reaction: reactants, conditions, products, and yield. Dataset: the Open Reaction Database (ORD), a public repository of structured organic reaction records Reactants: [BH3-]C#N, CC(=O)O, CCO, CC(C)c1nn2c(Cl)ccc2c(-c2ccc(F)cc2)c1C=O, NCCO, [Na+]. Yields the product CC(C)c1nn2c(Cl)ccc2c(-c2ccc(F)cc2)c1CNCCO. Reaction SMILES: [C:27]([BH3-:28])#[N:29].[CH3:31][C:32](=[O:33])[OH:34].[CH3:35][CH2:36][OH:37].[Cl:1][c:2]1[cH:3][cH:4][c:5]2[n:6]1[n:7][c:8]([CH:20]([CH3:21])[CH3:22])[c:9]([CH:18]=[O:19])[c:10]2-[c:11]1[cH:12][cH:13][c:14]([F:17])[cH:15][cH:16]1.[NH2:23][CH2:24][CH2:25][OH:26].[Na+:30]>>[Cl:1][c:2]1[cH:3][cH:4][c:5]2[n:6]1[n:7][c:8]([CH:20]([CH3:21])[CH3:22])[c:9]([CH2:18][NH:23][CH2:24][CH2:25][OH:26])[c:10]2-[c:11]1[cH:12][cH:13][c:14]([F:17])[cH:15][cH:16]1.